From a dataset of the Open Reaction Database (ORD), a public repository of structured organic reaction records. describe an organic reaction: reactants, conditions, products, and yield The reactants are BrCCCCCCCCCC (1-bromodecane), C(C)O (ethanol), polymer, [OH-].[Na+] (NaOH), Cl (HCl), [OH-].[Na+] (sodium hydroxide). Run in O (water). Reaction conditions: temperature 75 celsius. The product is BrCCCCCCCCCCCC (1-Bromododecane). As a reaction SMILES: [Br:1][CH2:2][CH2:3][CH2:4][CH2:5][CH2:6][CH2:7][CH2:8][CH2:9][CH2:10][CH3:11].[OH-].[Na+].Cl.[CH2:15](O)[CH3:16]>O>[Br:1][CH2:2][CH2:3][CH2:4][CH2:5][CH2:6][CH2:7][CH2:8][CH2:9][CH2:10][CH2:11][CH2:15][CH3:16] |f:1.2|. Reported procedure: The ground polymer of Example 23 (5 g) was placed in a 500-mL 3-neck round-bottom flask and suspended in 100 mL of deionized water. The suspension was stirred with a mechanical stirrer. To this swollen gel was added a solution of 15 g of 1-bromodecane in 100 mL of ethanol, and the reaction mixture was stirred for 10 minutes. Aqueous sodium hydroxide (2 g of 50% w/w) was then added and the reaction mixture was stirred at room temperature for 40 minutes followed by heating to 75° C. Subsequently, ... Reactants: C(C)(C)(C)OC(=O)N1CCNC(CC1)=O (5-oxo-[1,4]diazepane-1-carboxylic acid tert-butyl ester), [H-].[Na+] (sodium hydride), ICCCOC1=CC(=C(C=O)C=C1)C (4-(3-iodo-propoxy)-2-methyl-benzaldehyde), ClC=1C=C(C2=C(NC(=N2)C2=C(C=C(OCCCN3CCNCCC3=O)C=C2)C)C1)C (4-{3-[4-(6-Chloro-4-methyl-1H-benzoimidazol-2-yl)-3-methyl-phenoxy]-propyl}-[1,4]diazepan-5-one). The solvent is CN(C)C=O (DMF), CN(C)C=O (DMF), O (water). Reaction conditions: time 30 minute. Product: C(C)(C)(C)OC(=O)N1CCN(C(CC1)=O)CCCOC1=CC(=C(C=C1)C=O)C (4-[3-(4-formyl-3-methyl-phenoxy)-propyl]-5-oxo-[1,4]diazepane-1-carboxylic acid tert-butyl ester). Reaction SMILES: ClC1C=C(C)C2N=C(C3C=CC(OCCCN4C(=O)CCNCC4)=CC=3C)NC=2C=1.[C:31]([O:35][C:36]([N:38]1[CH2:44][CH2:43][C:42](=[O:45])[NH:41][CH2:40][CH2:39]1)=[O:37])([CH3:34])([CH3:33])[CH3:32].[H-].[Na+].I[CH2:49][CH2:50][CH2:51][O:52][C:53]1[CH:60]=[CH:59][C:56]([CH:57]=[O:58])=[C:55]([CH3:61])[CH:54]=1>CN(C=O)C.O>[C:31]([O:35][C:36]([N:38]1[CH2:44][CH2:43][C:42](=[O:45])[N:41]([CH2:49][CH2:50][CH2:51][O:52][C:53]2[CH:60]=[CH:59][C:56]([CH:57]=[O:58])=[C:55]([CH3:61])[CH:54]=2)[CH2:40][CH2:39]1)=[O:37])([CH3:34])([CH3:32])[CH3:33] |f:2.3|. Procedure details: 4-{3-[4-(6-Chloro-4-methyl-1H-benzoimidazol-2-yl)-3-methyl-phenoxy]-propyl}-[1,4]diazepan-5-one. To a stirred solution of 5-oxo-[1,4]diazepane-1-carboxylic acid tert-butyl ester (3.0 g, 14.0 mmol, 1.0 equiv) in DMF (45 mL) at rt was added 60% sodium hydride (560 mg, 14.0 mmol, 1.0 equiv). After stirring for 30 min, 4-(3-iodo-propoxy)-2-methyl-benzaldehyde (4.26 g, 14.0 mmol, 1.0 equiv) was added as a solution in DMF (5 mL). The mixture was stirred for 16 h and then poured into water and extracte... Yields the product O=C(Oc1c(F)c(F)c(F)c(F)c1F)c1[nH]c2ccccc2c1Nc1ccncc1. Reaction SMILES: [CH3:44][N:45]([CH3:46])[CH:47]=[O:48].[F:26][C:27]([F:28])([F:29])[C:30]([O:42][c:31]1[c:32]([F:41])[c:33]([F:40])[c:34]([F:39])[c:35]([F:38])[c:36]1[F:37])=[O:43].[cH:20]1[cH:21][cH:22][n:23][cH:24][cH:25]1.[n:1]1[cH:2][cH:3][c:4]([NH:7][c:8]2[c:9]([C:17](=[O:18])[OH:19])[nH:10][c:11]3[cH:12][cH:13][cH:14][cH:15][c:16]23)[cH:5][cH:6]1>>[n:1]1[cH:2][cH:3][c:4]([NH:7][c:8]2[c:9]([C:17]([O:18][c:31]3[c:32]([F:41])[c:33]([F:40])[c:34]([F:39])[c:35]([F:38])[c:36]3[F:37])=[O:19])[nH:10][c:11]3[cH:12][cH:13][cH:14][cH:15][c:16]23)[cH:5][cH:6]1. The reactants are CN(C)C=O, O=C(Oc1c(F)c(F)c(F)c(F)c1F)C(F)(F)F, c1ccncc1, O=C(O)c1[nH]c2ccccc2c1Nc1ccncc1. Reactants: Cl.CN(CCCC(CCC1=C(C=CC=C1)O)(O)C1=CC=CC=C1)C (α-[3-(dimethylamino)propyl]-2-hydroxy-α-phenylbenzenepropanol, hydrochloride). Yield: 10634.6%. Reaction SMILES: [ClH:1].[CH3:2][N:3]([CH3:24])[CH2:4][CH2:5][CH2:6][C:7]([C:18]1[CH:23]=[CH:22][CH:21]=[CH:20][CH:19]=1)([OH:17])[CH2:8][CH2:9][C:10]1[CH:15]=[CH:14][CH:13]=[CH:12][C:11]=1O>Cl>[ClH:1].[CH3:2][N:3]([CH3:24])[CH2:4][CH2:5][CH2:6][C:7]1([C:18]2[CH:23]=[CH:22][CH:21]=[CH:20][CH:19]=2)[CH2:8][CH2:9][C:10]2[CH:15]=[CH:14][CH:13]=[CH:12][C:11]=2[O:17]1 |f:0.1,3.4|. Procedure: A sample of crude α-[3-(dimethylamino)propyl]-2-hydroxy-α-phenylbenzenepropanol, hydrochloride (1:1) (2 g, 0.017 mmoles) is heated in 100 ml of dilute HCl at 100° C. for 2 hours, cooled and extracted with ether. The aqueous is basified with 10% sodium hydroxide and extracted 4 times with chloroform. The organics are dried (carbonate) and evaporated to 1.8 g of oil which partially crystallized on standing. This is taken up in ether and converted to the hydrochloride which oiled out. Trituration w... Solvent: Cl (HCl). Product: Cl.CN(CCCC1(OC2=C(CC1)C=CC=C2)C2=CC=CC=C2)C (3,4-Dihydro-N,N-dimethyl-2-phenyl-2H-1-benzopyran-2-propanamine, hydrochloride). The reactants are ClC=1N=C(C2=C(N1)SC(=C2)CN(C2CCN(CC2)C)C)N2CCOCC2 ((2-Chloro-4-morpholin-4-yl-thieno[2,3-d]pyrimidin-6-ylmethyl)-methyl-(1-methyl-piperidin-4-yl)-amine), N1=CN=CC(=C1)B(O)O (pyrimidine-5-boronic acid). The product is CN(C1CCN(CC1)C)CC1=CC2=C(N=C(N=C2N2CCOCC2)C=2C=NC=NC2)S1 (N,1-dimethyl-N-((4-morpholino-2-(pyrimidin-5-yl)thieno[2,3-d]pyrimidin-6-yl)methyl)piperidin-4-amine). Reaction SMILES: Cl[C:2]1[N:3]=[C:4]([N:21]2[CH2:26][CH2:25][O:24][CH2:23][CH2:22]2)[C:5]2[CH:10]=[C:9]([CH2:11][N:12]([CH3:20])[CH:13]3[CH2:18][CH2:17][N:16]([CH3:19])[CH2:15][CH2:14]3)[S:8][C:6]=2[N:7]=1.[N:27]1[CH:32]=[C:31](B(O)O)[CH:30]=[N:29][CH:28]=1>>[CH3:20][N:12]([CH2:11][C:9]1[S:8][C:6]2[N:7]=[C:2]([C:31]3[CH:32]=[N:27][CH:28]=[N:29][CH:30]=3)[N:3]=[C:4]([N:21]3[CH2:26][CH2:25][O:24][CH2:23][CH2:22]3)[C:5]=2[CH:10]=1)[CH:13]1[CH2:18][CH2:17][N:16]([CH3:19])[CH2:15][CH2:14]1. Procedure details: (2-Chloro-4-morpholin-4-yl-thieno[2,3-d]pyrimidin-6-ylmethyl)-methyl-(1-methyl-piperidin-4-yl)-amine was reacted with pyrimidine-5-boronic acid in General Procedure A. Purification on silica yielded 168. NMR (CDCl3): 1.59-1.81 (4H, m), 1.96-2.03 (2H, m), 2.25 (3H, s, Me), 2.28 (3H, s, Me), 2.44-2.52 (1H, m), 2.90-2.95 (2H, m), 3.80-3.88 (6H, m, CH2), 3.90-3.94 (4H, m, CH2), 7.10 (1H, s, Ar), 9.16 (1H, s, Ar) and 9.60 (2H, s, Ar). MS: (ESI+): MH+ 440.22 The reactants are C(=O)(OC(C)(C)C)N1CCN(CC1)C1=C2C=CNC2=CC=C1 (4-(4-boc-piperazinyl)-indole), FC1=C(C=CC(=C1)F)S(=O)(=O)Cl (2,4-di-fluorophenylsulfonylchloride). The product is Cl.FC1=C(C=CC(=C1)F)S(=O)(=O)N1C=CC2=C(C=CC=C12)N1CCNCC1 (1-[(2,4-Difluorophenyl)sulfonyl]-4-(1-piperazinyl)-1H-indole Hydrochloride). RXN SMILES: C([N:8]1[CH2:13][CH2:12][N:11]([C:14]2[CH:22]=[CH:21][CH:20]=[C:19]3[C:15]=2[CH:16]=[CH:17][NH:18]3)[CH2:10][CH2:9]1)(OC(C)(C)C)=O.[F:23][C:24]1[CH:29]=[C:28]([F:30])[CH:27]=[CH:26][C:25]=1[S:31]([Cl:34])(=[O:33])=[O:32]>>[ClH:34].[F:23][C:24]1[CH:29]=[C:28]([F:30])[CH:27]=[CH:26][C:25]=1[S:31]([N:18]1[C:19]2[C:15](=[C:14]([N:11]3[CH2:10][CH2:9][NH:8][CH2:13][CH2:12]3)[CH:22]=[CH:21][CH:20]=2)[CH:16]=[CH:17]1)(=[O:33])=[O:32] |f:2.3|. Procedure details: The title compound was prepared from 4-(4-boc-piperazinyl)-indole and 2,4-di-fluorophenylsulfonylchloride according to Method 3: 1H NMR (270 MHz, DMSO-d6) δ 9.41 (br, 1 H), 8.24 (m, 1 H), 7.75 (m, 1 H), 7.58 (m, 1 H), 7.47–7.33 (m, 2 H), 7.23 (t, J=8 Hz, 1 H), 6.99 (d, J=5 Hz, 1 H), 6.70 (d, J -8 Hz, 1 H), 3.25 (m, 8 H). MS (ESI+) for m/z 378 (M+H)+.